This data is from the Open Reaction Database (ORD), a public repository of structured organic reaction records. The task is: describe an organic reaction: reactants, conditions, products, and yield Reactants: Cc1sc2nc(Cl)nc(Cl)c2c1C, Nc1ccccc1. The product is Cc1sc2nc(Cl)ncc2c1C, Nc1ccccc1. RXN SMILES: [Cl:1][c:2]1[n:3][c:4]([Cl:13])[c:5]2[c:6]([n:7]1)[s:8][c:9]([CH3:12])[c:10]2[CH3:11].[NH2:14][c:15]1[cH:16][cH:17][cH:18][cH:19][cH:20]1>>[Cl:1][c:2]1[n:3][cH:4][c:5]2[c:6]([n:7]1)[s:8][c:9]([CH3:12])[c:10]2[CH3:11].[NH2:14][c:15]1[cH:16][cH:17][cH:18][cH:19][cH:20]1. The reactants are BrC=1C=C(C(=O)OC)C=C(C1NC)[N+](=O)[O-] (methyl 3-bromo-4-(methylamino)-5-nitrobenzoate). The reagents and catalysts are [Fe] (iron). Solvent: C(C)(=O)O (acetic acid), C(C)O (ethanol). Product: NC=1C=C(C(=O)OC)C=C(C1NC)Br (Methyl 3-amino-5-bromo-4-(methylamino)benzoate). As a reaction SMILES: [Br:1][C:2]1[CH:3]=[C:4]([CH:9]=[C:10]([N+:14]([O-])=O)[C:11]=1[NH:12][CH3:13])[C:5]([O:7][CH3:8])=[O:6]>C(O)(=O)C.C(O)C.[Fe]>[NH2:14][C:10]1[CH:9]=[C:4]([CH:3]=[C:2]([Br:1])[C:11]=1[NH:12][CH3:13])[C:5]([O:7][CH3:8])=[O:6]. Procedure details: Prepared analogously to example 91a from methyl 3-bromo-4-(methylamino)-5-nitrobenzoate using iron powder in acetic acid and ethanol. The reactants are C(#N)C1=CC=C(C(=O)N(C2=C(C=C(C(=O)Cl)C=C2)[N+](=O)[O-])C)C=C1 (4-[N-(4-cyano-benzoyl)-methylamino]-3-nitro-benzoylchloride), Cl.NCCCC(=O)OC (methyl 4-aminobutyrate-hydrochloride), C(C)N(C(C)C)C(C)C (N-ethyl-diisopropylamine). The solvent is C(Cl)Cl (methylene chloride). Run at time 64 hour. The product is COC(=O)CCCNC(C1=CC(=C(C=C1)N(C(C1=CC=C(C=C1)C#N)=O)C)[N+](=O)[O-])=O (4-[N-(4-Cyano-benzoyl)-methylamino]-3-nitro-benzoic acid-[N-(3-methoxycarbonyl-propyl)-amide]). RXN SMILES: C(N(C(C)C)C(C)C)C.[C:10]([C:12]1[CH:33]=[CH:32][C:15]([C:16]([N:18]([CH3:31])[C:19]2[CH:27]=[CH:26][C:22]([C:23](Cl)=[O:24])=[CH:21][C:20]=2[N+:28]([O-:30])=[O:29])=[O:17])=[CH:14][CH:13]=1)#[N:11].Cl.[NH2:35][CH2:36][CH2:37][CH2:38][C:39]([O:41][CH3:42])=[O:40]>C(Cl)Cl>[CH3:42][O:41][C:39]([CH2:38][CH2:37][CH2:36][NH:35][C:23](=[O:24])[C:22]1[CH:26]=[CH:27][C:19]([N:18]([CH3:31])[C:16](=[O:17])[C:15]2[CH:32]=[CH:33][C:12]([C:10]#[N:11])=[CH:13][CH:14]=2)=[C:20]([N+:28]([O-:30])=[O:29])[CH:21]=1)=[O:40] |f:2.3|. Reported procedure: 2.84 g of N-ethyl-diisopropylamine are added, with cooling to 0° C., to a mixture of 3.2 g of 4-[N-(4-cyano-benzoyl)-methylamino]-3-nitro-benzoylchloride, 1.68 g of methyl 4-aminobutyrate-hydrochloride and 50 ml of methylene chloride. The mixture is stirred for 64 hours and allowed to return to ambient temperature. The methylene chloride is evaporated off and the residue is purified over silica gel (eluant:ethyl acetate/ethanol=200:1). Yield: 3.9 g (100% of theory), Rf value: 0.62 (silica gel; e... As a reaction SMILES: [CH3:1][O:2][CH:3]([O:19][CH3:20])[C@@:4]1([CH3:18])[C@@H:9]2[O:10][C@@H:8]2[C:7]2[CH:11]=[C:12]([N+:15]([O-:17])=[O:16])[CH:13]=[CH:14][C:6]=2[O:5]1.[Cl:21]([C:24]1[CH:25]=[C:26]([NH:30][CH2:31][C:32]2[NH:33][CH:34]=[CH:35][N:36]=2)[CH:27]=[CH:28][CH:29]=1)(=O)=O>>[CH3:1][O:2][CH:3]([O:19][CH3:20])[C@@:4]1([CH3:18])[C@H:9]([OH:10])[C@@H:8]([N:30]([C:26]2[CH:27]=[CH:28][CH:29]=[C:24]([Cl:21])[CH:25]=2)[CH2:31][C:32]2[NH:33][CH:34]=[CH:35][N:36]=2)[C:7]2[CH:11]=[C:12]([N+:15]([O-:17])=[O:16])[CH:13]=[CH:14][C:6]=2[O:5]1. Yields the product COC([C@@]1(OC2=C([C@@H]([C@H]1O)N(CC=1NC=CN1)C1=CC(=CC=C1)Cl)C=C(C=C2)[N+](=O)[O-])C)OC ((2R,3R,4S)-3,4-dihydro-2-dimethoxymethyl-3-hydroxy-2-methyl-6-nitro-4-[N-(3-chlorophenyl)-N-(1H-imidazol-2-ylmethyl)amino]-2H-1-benzopyran). Procedure details: The title compound (337 mg, 39%) was prepared using (2R,3R,4R)-3,4-dihydro-2-dimethoxymethyl-3,4-epoxy-2-methyl-6-nitro-2H-1-benzopyran (500 mg, 1.77 mmol) and 3-chloroxyphenyl-1H-imidazol-2-ylmethylamine (366 mg, 1.77 mmol), according to the same procedure used for the preparation of example 1 above. The yield is 38.9%. Reactants: COC([C@@]1(OC2=C([C@@H]3[C@H]1O3)C=C(C=C2)[N+](=O)[O-])C)OC ((2R,3R,4R)-3,4-dihydro-2-dimethoxymethyl-3,4-epoxy-2-methyl-6-nitro-2H-1-benzopyran), 3-chloroxyphenyl-1H-imidazol-2-ylmethylamine.